This data is from the Open Reaction Database (ORD), a public repository of structured organic reaction records. The task is: describe an organic reaction: reactants, conditions, products, and yield The reactants are Cl.C(C)OC([C@@H](N)CC1=CC=C(C=C1)O)=O (L-tyrosine ethyl ester hydrochloride), C(=O)(O)[O-].[Na+] (NaHCO3), di-tert-butyl bicarbonate. Solvent: CCOC(=O)C (AcOEt), C(Cl)Cl.O (CH2Cl2 H2O). Run at time 2 hour. The product is C(C)OC([C@@H](NC(=O)OC(C)(C)C)CC1=CC=C(C=C1)O)=O (N-(tert-butoxycarbonyl)-L-tyrosine ethyl ester). The yield is 180.9%. Reaction SMILES: Cl.[CH2:2]([O:4][C:5](=[O:16])[C@H:6]([CH2:8][C:9]1[CH:14]=[CH:13][C:12]([OH:15])=[CH:11][CH:10]=1)[NH2:7])[CH3:3].[C:17]([O-:20])(O)=[O:18].[Na+]>C(Cl)Cl.O.CCOC(C)=O>[CH2:2]([O:4][C:5](=[O:16])[C@H:6]([CH2:8][C:9]1[CH:10]=[CH:11][C:12]([OH:15])=[CH:13][CH:14]=1)[NH:7][C:17]([O:20][C:9]([CH3:14])([CH3:10])[CH3:8])=[O:18])[CH3:3] |f:0.1,2.3,4.5|. Procedure details: To a mixture of L-tyrosine ethyl ester hydrochloride (55.08 g) and NaHCO3 (22.52 g) in CH2Cl2/H2O (280 ml/280 ml) was added di-tert-butyl bicarbonate (56.82 g) portionwise. The mixture was stirred for 2 hours at room temperature and diluted with AcOEt. The organic layer was washed with H2O, dried (Na2SO4) and evaporated. The residue was recrystallized from a mixture of diethyl ether and hexane to yield N-(tert-butoxycarbonyl)-L-tyrosine ethyl ester (62.71 g). mp. 87-88° C.; MS(APCI) m/z 327(M+NH... Run at temperature 100 celsius. As a reaction SMILES: Cl[C:2]1[CH:11]=[C:10]2[C:5]([CH:6]=[C:7]([C:14]3[CH:15]=[C:16]([NH:21][C:22]([NH:24][C:25]4[CH:30]=[CH:29][CH:28]=[CH:27][CH:26]=4)=[O:23])[CH:17]=[CH:18][C:19]=3[CH3:20])[C:8](=[O:13])[N:9]2[CH3:12])=[CH:4][N:3]=1.[CH3:31][NH:32][CH3:33]>CN1C(=O)CCC1.CO>[CH3:31][N:32]([CH3:33])[C:2]1[CH:11]=[C:10]2[C:5]([CH:6]=[C:7]([C:14]3[CH:15]=[C:16]([NH:21][C:22]([NH:24][C:25]4[CH:30]=[CH:29][CH:28]=[CH:27][CH:26]=4)=[O:23])[CH:17]=[CH:18][C:19]=3[CH3:20])[C:8](=[O:13])[N:9]2[CH3:12])=[CH:4][N:3]=1. Yields the product CN(C1=NC=C2C=C(C(N(C2=C1)C)=O)C=1C=C(C=CC1C)NC(=O)NC1=CC=CC=C1)C (1-(3-(7-(dimethylamino)-1,2-dihydro-1-methyl-2-oxo-1,6-naphthyridin-3-yl)-4-methylphenyl)-3-phenylurea). The reactants are CNC (dimethyl amine), solution, ClC1=NC=C2C=C(C(N(C2=C1)C)=O)C=1C=C(C=CC1C)NC(=O)NC1=CC=CC=C1 (1-(3-(7-chloro-1,2-dihydro-1-methyl-2-oxo-1,6-naphthyridin-3-yl)-4-methylphenyl)-3-phenylurea). Procedure: 1-(3-(7-chloro-1,2-dihydro-1-methyl-2-oxo-1,6-naphthyridin-3-yl)-4-methylphenyl)-3-phenylurea A6 (50 mg, 0.12 mmol) is dissolved in NMP (1 mL) and treated with dimethyl amine (0.60 mL of a 2.0 M solution in methanol). The reaction mixture is heated to 100° C. for 12 h. Upon cooling to rt the reaction is purified by preparative LCMS. The solvent is CO (methanol), CN1CCCC1=O (NMP). The reactants are NC1=C(OCCN(C(C(F)(F)F)=O)CCCC2=CNC3=CC=CC=C23)C=CC=C1N (N-[2-(2,3-diamino-phenoxy)-ethyl]-2,2,2-trifluoro-N-[3-(1H-indol-3-yl)-propyl]-acetamide), O1CCCC1 (tetrahyrofuran), O (water). Run at temperature 23 celsius, time 5 hour. The product is FC(C(=O)N(CCOC1=CC=CC=2NC(NC21)=O)CCCC2=CNC1=CC=CC=C21)(F)F (2,2,2-Trifluoro-N-[3-(1H-indol-3-yl)-propyl]-N-[2-(2-oxo-2,3-dihydro-1H-benzoimidazol-4-yloxy)-ethyl]-acetamide). Yield: 82.9%. RXN SMILES: [NH2:1][C:2]1[C:29]([NH2:30])=[CH:28][CH:27]=[CH:26][C:3]=1[O:4][CH2:5][CH2:6][N:7]([CH2:14][CH2:15][CH2:16][C:17]1[C:25]2[C:20](=[CH:21][CH:22]=[CH:23][CH:24]=2)[NH:19][CH:18]=1)[C:8](=[O:13])[C:9]([F:12])([F:11])[F:10].O.[O:32]1CCC[CH2:33]1>>[F:12][C:9]([F:10])([F:11])[C:8]([N:7]([CH2:14][CH2:15][CH2:16][C:17]1[C:25]2[C:20](=[CH:21][CH:22]=[CH:23][CH:24]=2)[NH:19][CH:18]=1)[CH2:6][CH2:5][O:4][C:3]1[C:2]2[NH:1][C:33](=[O:32])[NH:30][C:29]=2[CH:28]=[CH:27][CH:26]=1)=[O:13]. Procedure: A mixture of N-[2-(2,3-diamino-phenoxy)-ethyl]-2,2,2-trifluoro-N-[3-(1H-indol-3-yl)-propyl]-acetamide (0.5 g, 1.19 mmol) and diimidazole carbonyl (0.39 g, 2.38 mmol) in anhydrous tetrahyrofuran (50 ml) was stirred at 23° C. for 5 hours. The reaction mixture was poured into water and extracted with ethyl acetate (2×250 ml). The organic layer was washed with water (2×250 ml) and brine (200 ml) and dried over anhydrous magnesium sulfate. The resulting product was concentrated to give the crude prod... Reactants: CO, COC(=O)C=Cc1ccc(C)c(OC)c1, [Na+], C1CCOC1, [OH-], O. Yields the product COc1cc(C=CC(=O)O)ccc1C. Reaction SMILES: [CH3:19][OH:20].[CH3:1][O:2][C:3]([CH:4]=[CH:5][c:6]1[cH:7][c:8]([O:13][CH3:14])[c:9]([CH3:12])[cH:10][cH:11]1)=[O:15].[Na+:17].[O:21]1[CH2:22][CH2:23][CH2:24][CH2:25]1.[OH-:16].[OH2:18]>>[O:2]=[C:3]([CH:4]=[CH:5][c:6]1[cH:7][c:8]([O:13][CH3:14])[c:9]([CH3:12])[cH:10][cH:11]1)[OH:15]. Starting materials: Cc1nc(N)ccc1C1=CCN(C(=O)OC(C)(C)C)CC1, CO. Yields the product Cc1nc(N)ccc1C1CCN(C(=O)OC(C)(C)C)CC1. As a reaction SMILES: [C:1]([CH3:2])([CH3:3])([CH3:4])[O:5][C:6](=[O:7])[N:8]1[CH2:9][CH2:10][C:11]([c:14]2[c:15]([CH3:21])[n:16][c:17]([NH2:20])[cH:18][cH:19]2)=[CH:12][CH2:13]1.[CH3:22][OH:23]>>[C:1]([CH3:2])([CH3:3])([CH3:4])[O:5][C:6](=[O:7])[N:8]1[CH2:9][CH2:10][CH:11]([c:14]2[c:15]([CH3:21])[n:16][c:17]([NH2:20])[cH:18][cH:19]2)[CH2:12][CH2:13]1. The reactants are OC1=NOC(=C1)CCC(=O)NCC1CCN(CC1)C(=O)OC(C)(C)C (tert-butyl 4-((3-(3-hydroxyisoxazol-5-yl)propanamido)methyl)piperidine-1-carboxylate), Cl (HCl), O1CCOCC1 (dioxane). Solvent: CCOC(=O)C (EtOAc). Conditions: time 2 hour. Yields the product OC1=NOC(=C1)CCC(=O)NCC1CCNCC1 (3-(3-hydroxyisoxazol-5-yl)-N-(piperidin-4-ylmethyl)propanamide). RXN SMILES: [OH:1][C:2]1[CH:6]=[C:5]([CH2:7][CH2:8][C:9]([NH:11][CH2:12][CH:13]2[CH2:18][CH2:17][N:16](C(OC(C)(C)C)=O)[CH2:15][CH2:14]2)=[O:10])[O:4][N:3]=1.Cl.O1CCOCC1>CCOC(C)=O>[OH:1][C:2]1[CH:6]=[C:5]([CH2:7][CH2:8][C:9]([NH:11][CH2:12][CH:13]2[CH2:14][CH2:15][NH:16][CH2:17][CH2:18]2)=[O:10])[O:4][N:3]=1. Procedure: To tert-butyl 4-((3-(3-hydroxyisoxazol-5-yl)propanamido)methyl)piperidine-1-carboxylate (step 1) (539 mg, 1.525 mmol) in EtOAc (15 mL) was added 4N HCl in dioxane (15 ml, 60.0 mmol). The suspension was stirred at RT for 2 hrs and then concentrated under reduced pressure to give 3-(3-hydroxyisoxazol-5-yl)-N-(piperidin-4-ylmethyl)propanamide as a gum. Starting materials: O=C([O-])[O-], CCOC(CBr)OCC, CN(C)C=O, CCOC(C)=O, [K+], [K+], O, Oc1ccc(OCc2ccccc2)cc1. Product: CCOC(COc1ccc(OCc2ccccc2)cc1)OCC. Reaction SMILES: [C:25](=[O:26])([O-:27])[O-:28].[CH2:16]([CH3:17])[O:18][CH:19]([CH2:20][Br:21])[O:22][CH2:23][CH3:24].[CH3:31][N:32]([CH3:33])[CH:34]=[O:35].[CH3:37][CH2:38][O:39][C:40](=[O:41])[CH3:42].[K+:29].[K+:30].[OH2:36].[OH:1][c:2]1[cH:3][cH:4][c:5]([O:6][CH2:7][c:8]2[cH:9][cH:10][cH:11][cH:12][cH:13]2)[cH:14][cH:15]1>>[O:1]([c:2]1[cH:3][cH:4][c:5]([O:6][CH2:7][c:8]2[cH:9][cH:10][cH:11][cH:12][cH:13]2)[cH:14][cH:15]1)[CH2:20][CH:19]([O:18][CH2:16][CH3:17])[O:22][CH2:23][CH3:24].